From a dataset of the Open Reaction Database (ORD), a public repository of structured organic reaction records. describe an organic reaction: reactants, conditions, products, and yield Reactants: ClCCl, O=[Cr](=O)([O-])Cl, COC(=O)C(C)(C)CO, c1cc[nH+]cc1. Reaction SMILES: [Cl:21][CH2:22][Cl:23].[O:10]=[Cr:11]([Cl:12])([O-:13])=[O:14].[OH:1][CH2:2][C:3]([C:4](=[O:5])[O:6][CH3:7])([CH3:8])[CH3:9].[nH+:15]1[cH:16][cH:17][cH:18][cH:19][cH:20]1>>[O:1]=[CH:2][C:3]([C:4](=[O:5])[O:6][CH3:7])([CH3:8])[CH3:9]. Product: COC(=O)C(C)(C)C=O. Starting materials: CCOC(=O)C(=CO)c1cccnc1, CCO, NNc1ccccn1. Yields the product CCOC(=O)C(C=NNc1ccccn1)c1cccnc1. Reaction SMILES: [CH2:1]([CH3:2])[O:3][C:4]([C:5](=[CH:6][OH:7])[c:8]1[cH:9][n:10][cH:11][cH:12][cH:13]1)=[O:14].[CH3:23][CH2:24][OH:25].[n:15]1[c:16]([NH:21][NH2:22])[cH:17][cH:18][cH:19][cH:20]1>>[CH2:1]([CH3:2])[O:3][C:4]([CH:5]([CH:6]=[N:22][NH:21][c:16]1[n:15][cH:20][cH:19][cH:18][cH:17]1)[c:8]1[cH:9][n:10][cH:11][cH:12][cH:13]1)=[O:14].